Dataset: the Open Reaction Database (ORD), a public repository of structured organic reaction records. Task: describe an organic reaction: reactants, conditions, products, and yield The reactants are C(=O)C=1C=CC2=C(CCC3=C(O2)C=CC(=C3)C(=O)N)C1 (8-Formyl-10,11-dihydro-dibenzo[b,f]oxepine-2-carboxilic acid amide), C1(=CC=CC=C1)C1CNCC1 (3-phenylpyrrolidine), [BH-](OC(=O)C)(OC(=O)C)OC(=O)C.[Na+] (NaBH(OAc)3). The solvent is C1CCOC1.CC(=O)O (THF AcOH). Run at time 8 hour. Yields the product C1(=CC=CC=C1)C1CN(CC1)CC=1C=CC2=C(CCC3=C(O2)C=CC(=C3)C(=O)N)C1 (8-(3-Phenyl-pyrrolidin-1-ylmethyl)-10,11-dihydro-dibenzo[b,f]oxepine-2-carboxylic acid amide). Reaction SMILES: [CH:1]([C:3]1[CH:4]=[CH:5][C:6]2[O:12][C:11]3[CH:13]=[CH:14][C:15]([C:17]([NH2:19])=[O:18])=[CH:16][C:10]=3[CH2:9][CH2:8][C:7]=2[CH:20]=1)=O.[C:21]1([CH:27]2[CH2:31][CH2:30][NH:29][CH2:28]2)[CH:26]=[CH:25][CH:24]=[CH:23][CH:22]=1.[BH-](OC(C)=O)(OC(C)=O)OC(C)=O.[Na+]>C1COCC1.CC(O)=O>[C:21]1([CH:27]2[CH2:31][CH2:30][N:29]([CH2:1][C:3]3[CH:4]=[CH:5][C:6]4[O:12][C:11]5[CH:13]=[CH:14][C:15]([C:17]([NH2:19])=[O:18])=[CH:16][C:10]=5[CH2:9][CH2:8][C:7]=4[CH:20]=3)[CH2:28]2)[CH:26]=[CH:25][CH:24]=[CH:23][CH:22]=1 |f:2.3,4.5|. Procedure: To a solution of aldehyde intermediate obtained in step 4, Example 1 (92 mg, 0.34 mmol) in THF/AcOH (6.5 mL/30 μL) add 3-phenylpyrrolidine (0.34 mmol). Stir the mixture at room temperature overnight. Add NaBH(OAc)3 (0.52 mmol) and stir at room temperature overnight. Eliminate the solvent and purify by ISCO chromatography (eluent: CHCl3/B 0-10%; B: EtOH/NH4OH 10%).